This data is from the Open Reaction Database (ORD), a public repository of structured organic reaction records. The task is: describe an organic reaction: reactants, conditions, products, and yield Starting materials: CC(C)(C)OC(=O)CBr, CC(=O)Oc1c(C)c(C)c2c(c1C)C(=O)CC(C)(COc1ccc([N+](=O)[O-])cc1)O2, CCO, CN(C)C=O, Cl, [Na+], [OH-], O. Yields the product Cc1c(C)c2c(c(C)c1OCC(=O)OC(C)(C)C)C(=O)CC(C)(COc1ccc([N+](=O)[O-])cc1)O2. As a reaction SMILES: [Br:33][CH2:34][C:35](=[O:36])[O:37][C:38]([CH3:39])([CH3:40])[CH3:41].[C:3](=[O:4])([CH3:5])[O:6][c:7]1[c:8]([CH3:32])[c:9]2[c:14]([c:15]([CH3:18])[c:16]1[CH3:17])[O:13][C:12]([CH2:19][O:20][c:21]1[cH:22][cH:23][c:24]([N+:27](=[O:28])[O-:29])[cH:25][cH:26]1)([CH3:30])[CH2:11][C:10]2=[O:31].[CH3:44][CH2:45][OH:46].[CH3:47][N:48]([CH3:49])[CH:50]=[O:51].[ClH:42].[Na+:2].[OH-:1].[OH2:43]>>[O:6]([c:7]1[c:8]([CH3:32])[c:9]2[c:14]([c:15]([CH3:18])[c:16]1[CH3:17])[O:13][C:12]([CH2:19][O:20][c:21]1[cH:22][cH:23][c:24]([N+:27](=[O:28])[O-:29])[cH:25][cH:26]1)([CH3:30])[CH2:11][C:10]2=[O:31])[CH2:34][C:35](=[O:36])[O:37][C:38]([CH3:39])([CH3:40])[CH3:41]. Reactants: CN(C)C(=O)c1ccccc1, Cc1ccccc1, O=C(O)c1ccccc1-c1ccc(C(F)(F)F)cc1, O=S(Cl)Cl. The product is O=C(Cl)c1ccccc1-c1ccc(C(F)(F)F)cc1. Reaction SMILES: [CH3:24][N:25]([CH3:26])[C:27](=[O:28])[c:29]1[cH:30][cH:31][cH:32][cH:33][cH:34]1.[CH3:35][c:36]1[cH:37][cH:38][cH:39][cH:40][cH:41]1.[F:1][C:2]([c:3]1[cH:4][cH:5][c:6](-[c:9]2[c:10]([C:15](=[O:16])[OH:17])[cH:11][cH:12][cH:13][cH:14]2)[cH:7][cH:8]1)([F:18])[F:19].[S:20]([Cl:21])([Cl:22])=[O:23]>>[F:1][C:2]([c:3]1[cH:4][cH:5][c:6](-[c:9]2[c:10]([C:15](=[O:16])[Cl:22])[cH:11][cH:12][cH:13][cH:14]2)[cH:7][cH:8]1)([F:18])[F:19].